Dataset: the Open Reaction Database (ORD), a public repository of structured organic reaction records. Task: describe an organic reaction: reactants, conditions, products, and yield Starting materials: C(C)(=O)C(C(=O)OCC)C(=O)OCC (Diethyl acetylmalonate), C1CCC(CC1)(CC(=O)O)CN (gabapentin), N1CCCCC1 (piperidine). Run in C(C)O (ethanol). The product is CC(=C(C(=O)OCC)C(=O)OCC)NCC1(CCCCC1)CC(=O)[O-].[NH2+]1CCCCC1 (Piperidinium 1-{(1-Methyl-2-(Ethoxycarbonyl)-3-Ethoxy-3-Oxoprop-1-enyl)aminomethyl}-1-Cyclohexane Acetate). Reaction SMILES: [C:1]([CH:4]([C:10]([O:12][CH2:13][CH3:14])=[O:11])[C:5]([O:7][CH2:8][CH3:9])=[O:6])(=O)[CH3:2].[CH2:15]1[CH2:20][CH2:19][C:18]([CH2:25][NH2:26])([CH2:21][C:22]([OH:24])=[O:23])[CH2:17][CH2:16]1.[NH:27]1[CH2:32][CH2:31][CH2:30][CH2:29][CH2:28]1>C(O)C>[CH3:2][C:1]([NH:26][CH2:25][C:18]1([CH2:21][C:22]([O-:24])=[O:23])[CH2:19][CH2:20][CH2:15][CH2:16][CH2:17]1)=[C:4]([C:10]([O:12][CH2:13][CH3:14])=[O:11])[C:5]([O:7][CH2:8][CH3:9])=[O:6].[NH2+:27]1[CH2:32][CH2:31][CH2:30][CH2:29][CH2:28]1 |f:4.5|. Reported procedure: Diethyl acetylmalonate (202 mg, 1 mmol), gabapentin (171 mg, 1 mmol), and piperidine (99 μL, 1 mmol) were mixed in anhydrous ethanol (10 mL). After heating under reflux for 16 h, the solvent was removed under reduced pressure to give the title compound with purity greater than 90%. 1H NMR (CDCl3, 400 MHz): δ 1.28 (t, J=7.2 Hz, 6H), 1.38-1.64 (m, 12H), 1.75 (m, 4H), 1.96 (s, 3H), 2.23 (s, 2H), 2.99 (m, 4H), 3.24 (d, J=5.2 Hz, 2H), 4.20 (q, J=7.2 Hz, 4H), 4.35 (s, br, 2H), 7.79 (t, J =5.2 Hz, 1H).... Starting materials: BrC1=C(C=C(N)C=C1)OC (4-bromo-3-methoxyaniline), FC(C1=CC=C(C=C1)B(O)O)(F)F ((4-(trifluoromethyl)phenyl)boronic acid), ClC1=CC(=C(C=C1)B(O)O)C ((4-chloro-2-methylphenyl)boronic acid), BrC1=C(C=C(N)C=C1)Cl (4-bromo-3-chloroaniline). Product: ClC1=CC(=C(C=C1)C1=C(C=C(C=C1)N)OC)C (4′-chloro-2-methoxy-2′-methyl-[1,1′-biphenyl]-4-amine). As a reaction SMILES: Br[C:2]1[CH:8]=[CH:7][C:5]([NH2:6])=[CH:4][C:3]=1[O:9][CH3:10].[Cl:11][C:12]1[CH:17]=[CH:16][C:15](B(O)O)=[C:14]([CH3:21])[CH:13]=1.BrC1C=CC(N)=CC=1Cl.FC(F)(F)C1C=CC(B(O)O)=CC=1>>[Cl:11][C:12]1[CH:17]=[CH:16][C:15]([C:2]2[CH:8]=[CH:7][C:5]([NH2:6])=[CH:4][C:3]=2[O:9][CH3:10])=[C:14]([CH3:21])[CH:13]=1. Procedure details: The title compound was prepared as described in Example 159 substituting 4-bromo-3-methoxyaniline and (4-chloro-2-methylphenyl)boronic acid for 4-bromo-3-chloroaniline and (4-(trifluoromethyl)phenyl)boronic acid, respectively.